This data is from the Open Reaction Database (ORD), a public repository of structured organic reaction records. The task is: describe an organic reaction: reactants, conditions, products, and yield Starting materials: C(C)(C)(C)[Si](OC1=CC=C(C=C1)C1=NOC(=C1)C(=O)N)(C)C (3-[4-(tert-Butyl-dimethyl-silanyloxy)-phenyl]-isoxazole-5-carboxylic acid amide), C(C)(C)(C)[Si](OC1=CC=C(C=C1)C1=NOC(=C1)C(=O)N)(C)C (3-[4-(tert-Butyl-dimethyl-silanyloxy)-phenyl]-isoxazole-5-carboxylic acid amide), C(=O)([O-])[O-].[K+].[K+] (K2CO3), C1COCCOCCOCCOCCOCCO1 (18-crown-6), [F-].[K+] (KF), ClC=1C=C(CCl)C=CC1 (3-chlorobenzyl chloride). The solvent is CN(C)C=O (DMF), O (H2O). Conditions: time 10 minute. The product is ClC=1C=C(COC2=CC=C(C=C2)C2=NOC(=C2)C(=O)N)C=CC1 (3-[4-(3-chloro-benzyloxy)-phenyl]-isoxazole-5-carboxylic acid amide). Isolated yield 76.8%. RXN SMILES: C([Si](C)(C)[O:6][C:7]1[CH:12]=[CH:11][C:10]([C:13]2[CH:17]=[C:16]([C:18]([NH2:20])=[O:19])[O:15][N:14]=2)=[CH:9][CH:8]=1)(C)(C)C.C([O-])([O-])=O.[K+].[K+].C1OCCOCCOCCOCCOCCOC1.[F-].[K+].[Cl:49][C:50]1[CH:51]=[C:52]([CH:55]=[CH:56][CH:57]=1)[CH2:53]Cl>CN(C=O)C.O>[Cl:49][C:50]1[CH:51]=[C:52]([CH:55]=[CH:56][CH:57]=1)[CH2:53][O:6][C:7]1[CH:8]=[CH:9][C:10]([C:13]2[CH:17]=[C:16]([C:18]([NH2:20])=[O:19])[O:15][N:14]=2)=[CH:11][CH:12]=1 |f:1.2.3,5.6|. Reported procedure: 3-[4-(tert-Butyl-dimethyl-silanyloxy)-phenyl]-isoxazole-5-carboxylic acid amide (which may be prepared as described in Preparation of Intermediate 13; 40 mg, 0.126 mmol) was dissolved in DMF (1.5 mL). K2CO3 (19 mg, 0.14 mmol), 18-crown-6 (6 mg, 0.02 mmol), KF (8 mg, 0.14 mmol), and 3-chlorobenzyl chloride (20 μL, 0.129 mmol) were added. The reaction mixture was stirred at room temperature for 10 min and then at 40° C. for 12 h. H2O (2.5 mL) was added and the mixture was extracted with EtOAc. The...